The task is: describe an organic reaction: reactants, conditions, products, and yield. This data is from the Open Reaction Database (ORD), a public repository of structured organic reaction records. The reactants are ice, BrC1=NN=C(S1)N (5-bromo-1,3,4-thiadiazol-2-ylamine), C(=O)(OC(C)(C)C)N1CCNCC1 (Boc-piperazine), OP(=O)([O-])[O-].[K+].[K+] (K2HPO4). Solvent: CN(C)C=O (DMF). Reaction conditions: temperature 100 celsius. The product is NC1=NN=C(S1)N1CCN(CC1)C(=O)OC(C)(C)C (tert-Butyl 4-(5-amino-1,3,4-thiadiazol-2-yl)tetrahydro-1(2H)-pyrazinecarboxylate). Isolated yield 56.6%. As a reaction SMILES: Br[C:2]1[S:6][C:5]([NH2:7])=[N:4][N:3]=1.[C:8]([N:15]1[CH2:20][CH2:19][NH:18][CH2:17][CH2:16]1)([O:10][C:11]([CH3:14])([CH3:13])[CH3:12])=[O:9].OP([O-])([O-])=O.[K+].[K+]>CN(C=O)C>[NH2:7][C:5]1[S:6][C:2]([N:18]2[CH2:17][CH2:16][N:15]([C:8]([O:10][C:11]([CH3:14])([CH3:13])[CH3:12])=[O:9])[CH2:20][CH2:19]2)=[N:3][N:4]=1 |f:2.3.4|. Procedure: A mixture of 5-bromo-1,3,4-thiadiazol-2-ylamine (9.27 g), Boc-piperazine (11.51 g), and K2HPO4 (13.4 g) in 30 ml of DMF is heated at 100° C. under argon for four hours, then cooled and added to 100 g of ice. The mixture is extracted with ethyl acetate, and the organic phase washed twice with water and dried (MgSO4). Following removal of the solvent under reduced pressure, the residue is flash chromatographed on silica using 4% methanol in dichloromethane to afford 8.32 g of the title compound as... Reactants: C(C1=CC=CC=C1)Cl (benzylchloride), C(C1=CC=CC=C1)Br (benzylbromide), OC1COCC1 (3-hydroxytetrahydrofurane), [H-].[Na+] (sodium hydride). Run in O1CCOCC1 (dioxane). Product: O1CC(CC1)OCC1=CC=CC=C1 ((3-tetrahydrofuryl)-benzylether). RXN SMILES: [CH2:1](Cl)[C:2]1[CH:7]=[CH:6][CH:5]=[CH:4][CH:3]=1.C(Br)C1C=CC=CC=1.[OH:17][CH:18]1[CH2:22][CH2:21][O:20][CH2:19]1.[H-].[Na+]>O1CCOCC1>[O:20]1[CH2:21][CH2:22][CH:18]([O:17][CH2:1][C:2]2[CH:7]=[CH:6][CH:5]=[CH:4][CH:3]=2)[CH2:19]1 |f:3.4|. Procedure: Thus, benzylchloride or benzylbromide can be reacted at elevated temperature with the alkololate from 3-hydroxytetrahydrofurane and sodium hydride, suspended in dioxane to yield the (3-tetrahydrofuryl)-benzylether which is an active herbicide against grassy weeds (German Offenlegungsschrift No. 2724675). The reactants are C(C)(C)(C)OC1=CC=C(C=C1)C[C@@H](C(=O)N(CC=1C=CC=C2C=CC=NC12)CC(OCC)OCC)NC(OCC1C2=CC=CC=C2C=2C=CC=CC12)=O ((S)-(9H-fluoren-9-yl)methyl 3-(4-tert-butoxyphenyl)-1-((2,2-diethoxyethyl)(quinolin-8-ylmethyl)amino)-1-oxopropan-2-ylcarbamate), N1CCCCC1 (piperidine). The product is N[C@H](C(=O)N(CC=1C=CC=C2C=CC=NC12)CC(OCC)OCC)CC1=CC=C(C=C1)OC(C)(C)C ((S)-2-amino-3-(4-tert-butoxyphenyl)-N-(2,2-diethoxyethyl)-N-(quinolin-8-ylmethyl)propanamide). Yield: 120.8%. Reaction SMILES: [C:1]([O:5][C:6]1[CH:11]=[CH:10][C:9]([CH2:12][C@H:13]([NH:36]C(=O)OCC2C3C=CC=CC=3C3C2=CC=CC=3)[C:14]([N:16]([CH2:28][CH:29]([O:33][CH2:34][CH3:35])[O:30][CH2:31][CH3:32])[CH2:17][C:18]2[CH:19]=[CH:20][CH:21]=[C:22]3[C:27]=2[N:26]=[CH:25][CH:24]=[CH:23]3)=[O:15])=[CH:8][CH:7]=1)([CH3:4])([CH3:3])[CH3:2].N1CCCCC1>>[NH2:36][C@@H:13]([CH2:12][C:9]1[CH:10]=[CH:11][C:6]([O:5][C:1]([CH3:3])([CH3:2])[CH3:4])=[CH:7][CH:8]=1)[C:14]([N:16]([CH2:28][CH:29]([O:30][CH2:31][CH3:32])[O:33][CH2:34][CH3:35])[CH2:17][C:18]1[CH:19]=[CH:20][CH:21]=[C:22]2[C:27]=1[N:26]=[CH:25][CH:24]=[CH:23]2)=[O:15]. Reported procedure: According to the procedure described in the synthesis method of Compound IV-1, (S)-(9H-fluoren-9-yl)methyl 3-(4-tert-butoxyphenyl)-1-((2,2-diethoxyethyl)(quinolin-8-ylmethyl)amino)-1-oxopropan-2-ylcarbamate (Compound III-3) (740 mg, 1.0 mmol) was treated with piperidine and the obtained residue was purified by silica gel column chromatography (eluent: n-hexane:ethyl acetate=9:1, chloroform:methanol=100:0 and 8:2) to obtain the title compound (596.1 mg, 100%). Reactants: CC(C(=O)OC)C (methyl 2-methylproponate), C1(CC1)COC=1C=C(C(=O)Cl)C=CC1OC(F)F (3-cyclopropylmethoxy-4-difluoromethoxybenzoyl chloride). The product is C1(CC1)COC=1C=C(C=CC1OC(F)F)C(C(C(=O)OC)(C)C)=O (Methyl 3-[3-(cyclopropylmethoxy)-4-(difluoromethoxy)phenyl]-2,2-dimethyl-3-oxopropanoate). As a reaction SMILES: [CH3:1][CH:2]([CH3:7])[C:3]([O:5][CH3:6])=[O:4].[CH:8]1([CH2:11][O:12][C:13]2[CH:14]=[C:15]([CH:19]=[CH:20][C:21]=2[O:22][CH:23]([F:25])[F:24])[C:16](Cl)=[O:17])[CH2:10][CH2:9]1>>[CH:8]1([CH2:11][O:12][C:13]2[CH:14]=[C:15]([C:16](=[O:17])[C:2]([CH3:7])([CH3:1])[C:3]([O:5][CH3:6])=[O:4])[CH:19]=[CH:20][C:21]=2[O:22][CH:23]([F:25])[F:24])[CH2:10][CH2:9]1. Procedure details: Prepared analogously as described for example D1 using methyl 2-methylproponate and 3-cyclopropylmethoxy-4-difluoromethoxybenzoyl chloride as starting compounds. Reactants: C=C(C)c1cc2c(c3cn[nH]c13)CN(CC(C)(C)C)C(=O)C(CC(=O)OC)C2, CCOC(C)=O, CO, [H][H]. The product is COC(=O)CC1Cc2cc(C(C)C)c3[nH]ncc3c2CN(CC(C)(C)C)C1=O. As a reaction SMILES: [CH3:1][O:2][C:3]([CH2:4][CH:5]1[CH2:6][c:7]2[c:8]([c:9]3[cH:10][n:11][nH:12][c:13]3[c:14]([C:16](=[CH2:17])[CH3:18])[cH:15]2)[CH2:19][N:20]([CH2:23][C:24]([CH3:25])([CH3:26])[CH3:27])[C:21]1=[O:22])=[O:28].[CH3:31][CH2:32][O:33][C:34](=[O:35])[CH3:36].[CH3:37][OH:38].[H:29][H:30]>>[CH3:1][O:2][C:3]([CH2:4][CH:5]1[CH2:6][c:7]2[c:8]([c:9]3[cH:10][n:11][nH:12][c:13]3[c:14]([CH:16]([CH3:17])[CH3:18])[cH:15]2)[CH2:19][N:20]([CH2:23][C:24]([CH3:25])([CH3:26])[CH3:27])[C:21]1=[O:22])=[O:28]. The reactants are C(C)(=O)OC1=C(CCC1)CCCCC(CC(=O)OCC)(C)C (1-acetoxy-2-(6-carbethoxy-5,5-dimethylhexyl)cyclopent-1-ene), C([O-])([O-])=O.[Ca+2] (calcium carbonate), [Br-] (bromide), subject product, C(=O)([O-])[O-].[Ca+2] (CaCO3). Solvent: O (water), C(Cl)(Cl)Cl (chloroform), C(Cl)(Cl)Cl (chloroform), C(Cl)(Cl)(Cl)Cl (carbon tetrachloride), CN(C(C)=O)C (N,N-dimethylacetamide). Conditions: time 30 minute. The product is C(=O)(O)CC(CCCCC=1C(CCC1)=O)(C)C (2-(6-Carboxy-5,5-dimethylhexyl)cyclopent-2-en-1-one). Reaction SMILES: C([O:4][C:5]1[CH2:9][CH2:8][CH2:7][C:6]=1[CH2:10][CH2:11][CH2:12][CH2:13][C:14]([CH3:22])([CH3:21])[CH2:15][C:16]([O:18]CC)=[O:17])(=O)C.C(=O)([O-])[O-].[Ca+2].[Br-]>C(Cl)(Cl)(Cl)Cl.CN(C)C(=O)C.C(Cl)(Cl)Cl.O>[C:16]([CH2:15][C:14]([CH3:22])([CH3:21])[CH2:13][CH2:12][CH2:11][CH2:10][C:6]1[C:5](=[O:4])[CH2:9][CH2:8][CH:7]=1)([OH:18])=[O:17] |f:1.2|. Reported procedure: To a rapidly stirred mixture of 1-acetoxy-2-(6-carbethoxy-5,5-dimethylhexyl)cyclopent-1-ene (35 g., 0.113 mole) chloroform (95 ml.), water (125 ml.) and calcium carbonate (11.8 g.) cooled in an ice-bath is added dropwise over a period of 30 minutes a solution of bromide (18.8 g.) in carbon tetrachloride (31 ml.). After stirring in the cold for an additional 45 minutes the orange colored chloroform layer is separated and washed with dilute sodium bisulfite and saturated saline solution, dried ove... Starting materials: CCCCCC, [Li]CCCC, OCC1CCCNC1, C1CCOC1, CCOC(=O)c1nc(-c2ccccc2)nc2ccccc12. Yields the product O=C(c1nc(-c2ccccc2)nc2ccccc12)N1CCCC(CO)C1. RXN SMILES: [CH3:35][CH2:36][CH2:37][CH2:38][CH2:39][CH3:40].[Li:30][CH2:31][CH2:32][CH2:33][CH3:34].[NH:22]1[CH2:23][CH:24]([CH2:28][OH:29])[CH2:25][CH2:26][CH2:27]1.[O:41]1[CH2:42][CH2:43][CH2:44][CH2:45]1.[c:1]1(-[c:7]2[n:8][c:9]3[cH:10][cH:11][cH:12][cH:13][c:14]3[c:15]([C:17]([O:19][CH2:18][CH3:20])=[O:21])[n:16]2)[cH:2][cH:3][cH:4][cH:5][cH:6]1>>[c:1]1(-[c:7]2[n:8][c:9]3[cH:10][cH:11][cH:12][cH:13][c:14]3[c:15]([C:17](=[O:19])[N:22]3[CH2:23][CH:24]([CH2:28][OH:29])[CH2:25][CH2:26][CH2:27]3)[n:16]2)[cH:2][cH:3][cH:4][cH:5][cH:6]1. The reactants are C(#N)C=1C=C(C(=O)O)C=CC1 (3-Cyano-benzoic acid), amine, C=1C=CC2=C(C1)N=NN2O (HOBt), CCN(C(C)C)C(C)C (DIEA), CCN=C=NCCCN(C)C.Cl (EDCI.HCl). Run in CN(C)C=O (DMF). Reaction conditions: time 8 hour. The product is C(#N)C=1C=C(C(=O)N)C=CC1 (3-cyano benzamide). As a reaction SMILES: [C:1]([C:3]1[CH:4]=[C:5]([CH:9]=[CH:10][CH:11]=1)[C:6](O)=[O:7])#[N:2].C1C=CC2N(O)N=[N:18]C=2C=1.CCN(C(C)C)C(C)C.CCN=C=NCCCN(C)C.Cl>CN(C=O)C>[C:1]([C:3]1[CH:4]=[C:5]([CH:9]=[CH:10][CH:11]=1)[C:6]([NH2:18])=[O:7])#[N:2] |f:3.4|. Procedure details: 3-Cyano-benzoic acid (1.2 eq), the amine derivative (1 eq), HOBt (1.2 eq), DIEA (1.2 eq) and EDCI.HCl (1.2 eq) were dissolved in dry DMF (0.15 M), under argon. The mixture was stirred at room temperature overnight. DMF is evaporated and saturated NaHCO3 solution was added. Product was extracted with EtOAc, dried over Na2SO4, filtered and evaporated. The crude was purified on reverse phase (H2O 1% TFA/MeCN 1% TFA 100/0, 0/100). MeCN was evaporated. The product was suspended in H2O and basified wi...